This data is from the Open Reaction Database (ORD), a public repository of structured organic reaction records. The task is: describe an organic reaction: reactants, conditions, products, and yield Reactants: ClCCl, CCNCC, CCN=C=NCCCN(C)C, CN1CCOCC1, Cl, Cl, O=C(O)CCl. Product: CCN(CC)C(=O)CCl. RXN SMILES: [CH2:31]([Cl:32])[Cl:33].[CH2:6]([CH3:7])[NH:8][CH2:9][CH3:10].[CH3:13][N:14]([CH3:15])[CH2:16][CH2:17][CH2:18][N:19]=[C:20]=[N:21][CH2:22][CH3:23].[CH3:24][N:25]1[CH2:26][CH2:27][O:28][CH2:29][CH2:30]1.[ClH:11].[ClH:12].[OH:1][C:2](=[O:3])[CH2:4][Cl:5]>>[O:1]=[C:2]([CH2:4][Cl:5])[N:8]([CH2:6][CH3:7])[CH2:9][CH3:10]. The reactants are N1(CCCC1)C1=CCCCC1 (1-pyrrolidino-1-cyclohexene), C(C)O (ethanol), [N+](=O)([O-])C1=CC=C(C(CBr)=O)C=C1 (p-nitrophenacyl bromide), crystals. The product is [N+](=O)([O-])C1=CC=C(C(CC2C(CCCC2)=O)=O)C=C1 (2-(p-Nitrophenacyl)cyclohexanone). As a reaction SMILES: N1([C:6]2[CH2:11][CH2:10][CH2:9][CH2:8][CH:7]=2)CCCC1.[N+:12]([C:15]1[CH:24]=[CH:23][C:18]([C:19](=[O:22])[CH2:20]Br)=[CH:17][CH:16]=1)([O-:14])=[O:13].C([OH:27])C>>[N+:12]([C:15]1[CH:24]=[CH:23][C:18]([C:19](=[O:22])[CH2:20][CH:7]2[CH2:8][CH2:9][CH2:10][CH2:11][C:6]2=[O:27])=[CH:17][CH:16]=1)([O-:14])=[O:13]. Procedure details: (0.35 mole) of 1-pyrrolidino-1-cyclohexene and 85.0 g. (0.35 mole) of p-nitrophenacyl bromide by the method described in Example 39a gave 81.3 g. (89%) of crystals, m.p. 61°-63° (from ethanol).